From a dataset of the Open Reaction Database (ORD), a public repository of structured organic reaction records. describe an organic reaction: reactants, conditions, products, and yield Starting materials: C1CCOC1, CC[Mg+], [Cl-], O=C(Cl)c1ccc([N+](=O)[O-])cc1, O, c1ccc(P(c2ccccc2)(c2ccccc2)[Pd](P(c2ccccc2)(c2ccccc2)c2ccccc2)(P(c2ccccc2)(c2ccccc2)c2ccccc2)P(c2ccccc2)(c2ccccc2)c2ccccc2)cc1. The product is CCC(=O)c1ccc([N+](=O)[O-])cc1. As a reaction SMILES: [CH2:17]1[O:18][CH2:19][CH2:20][CH2:21]1.[CH2:2]([CH3:3])[Mg+:4].[Cl-:1].[N+:5](=[O:6])([O-:7])[c:8]1[cH:9][cH:10][c:11]([C:12](=[O:13])[Cl:14])[cH:15][cH:16]1.[OH2:22].[cH:23]1[cH:24][cH:25][c:26]([P:27]([Pd:28]([P:29]([c:30]2[cH:31][cH:32][cH:33][cH:34][cH:35]2)([c:36]2[cH:37][cH:38][cH:39][cH:40][cH:41]2)[c:42]2[cH:43][cH:44][cH:45][cH:46][cH:47]2)([P:48]([c:49]2[cH:50][cH:51][cH:52][cH:53][cH:54]2)([c:55]2[cH:56][cH:57][cH:58][cH:59][cH:60]2)[c:61]2[cH:62][cH:63][cH:64][cH:65][cH:66]2)[P:67]([c:68]2[cH:69][cH:70][cH:71][cH:72][cH:73]2)([c:74]2[cH:75][cH:76][cH:77][cH:78][cH:79]2)[c:80]2[cH:81][cH:82][cH:83][cH:84][cH:85]2)([c:86]2[cH:87][cH:88][cH:89][cH:90][cH:91]2)[c:92]2[cH:93][cH:94][cH:95][cH:96][cH:97]2)[cH:98][cH:99]1>>[CH2:2]([CH3:3])[C:12]([c:11]1[cH:10][cH:9][c:8]([N+:5](=[O:6])[O-:7])[cH:16][cH:15]1)=[O:13].